From a dataset of the Open Reaction Database (ORD), a public repository of structured organic reaction records. describe an organic reaction: reactants, conditions, products, and yield Reactants: C(C1=CC=CC=C1)OC1=CC=C(C2=C1C=CO2)C=O (4-Benzyloxy-benzofuran-7-carbaldehyde), [Cl-].C(C)OC(C(=O)OCC)[P+](C1=CC=CC=C1)(C1=CC=CC=C1)C1=CC=CC=C1 ((ethoxy-ethoxycarbonyl-methyl)-triphenyl-phosphonium chloride), C1CCC2=NCCCN2CC1 (DBU), [Cl-].C(C)OC(C(=O)OCC)[P+](C1=CC=CC=C1)(C1=CC=CC=C1)C1=CC=CC=C1 ((ethoxy-ethoxycarbonyl-methyl)-triphenyl-phosphonium chloride). Solvent: C1CCOC1 (THF). Run at time 10 minute. Product: C(C)OC(/C(=C/C1=CC=C(C=2C=COC21)OCC2=CC=CC=C2)/OCC)=O (3-(4-Benzyloxy-benzofuran-7-yl)-2Z-ethoxy-acrylic acid ethyl ester). Yield: 68.8%. Reaction SMILES: [Cl-].[CH2:2]([O:4][CH:5]([P+](C1C=CC=CC=1)(C1C=CC=CC=1)C1C=CC=CC=1)[C:6]([O:8][CH2:9][CH3:10])=[O:7])[CH3:3].C1CCN2C(=NCCC2)CC1.[CH2:41]([O:48][C:49]1[C:54]2[CH:55]=[CH:56][O:57][C:53]=2[C:52]([CH:58]=O)=[CH:51][CH:50]=1)[C:42]1[CH:47]=[CH:46][CH:45]=[CH:44][CH:43]=1>C1COCC1>[CH2:9]([O:8][C:6](=[O:7])/[C:5](/[O:4][CH2:2][CH3:3])=[CH:58]/[C:52]1[C:53]2[O:57][CH:56]=[CH:55][C:54]=2[C:49]([O:48][CH2:41][C:42]2[CH:43]=[CH:44][CH:45]=[CH:46][CH:47]=2)=[CH:50][CH:51]=1)[CH3:10] |f:0.1|. Reported procedure: A suspension of (ethoxy-ethoxycarbonyl-methyl)-triphenyl-phosphonium chloride (2.04 g, 4.8 mmol) and DBU (0.8 g, 5.2 mmol) in THF (40 ml) was stirred for 10 min at ambient temperature under an argon atmosphere [for the preparation of (ethoxy-ethoxycarbonyl-methyl)-triphenyl-phosphonium chloride see: K. K. Bach, H. R. El-Seedi, H. M. Jensen, H. B. Nielsen, I. Thomson, K. B. G. Torssell, Tetrahedron 1994, 50, 7543-7556]. 4-Benzyloxy-benzofuran-7-carbaldehyde (0.8 g, 3.2 mmol) was added and the mix... Starting materials: [Li]CCCC, C[P+](c1ccccc1)(c1ccccc1)c1ccccc1, [I-], C1CCOC1, O=C1CCC(n2nnc3cnc4c(ccn4S(=O)(=O)c4ccccc4)c32)CC1. Reaction SMILES: [CH2:22]([Li:23])[CH2:24][CH2:25][CH3:26].[CH3:2][P+:3]([c:4]1[cH:5][cH:6][cH:7][cH:8][cH:9]1)([c:10]1[cH:11][cH:12][cH:13][cH:14][cH:15]1)[c:16]1[cH:17][cH:18][cH:19][cH:20][cH:21]1.[I-:1].[O:55]1[CH2:56][CH2:57][CH2:58][CH2:59]1.[c:27]1([S:33](=[O:34])(=[O:35])[n:36]2[c:37]3[n:38][cH:39][c:40]4[n:41][n:42][n:43]([CH:48]5[CH2:49][CH2:50][C:51](=[O:54])[CH2:52][CH2:53]5)[c:44]4[c:45]3[cH:46][cH:47]2)[cH:28][cH:29][cH:30][cH:31][cH:32]1>>[CH2:2]=[C:51]1[CH2:50][CH2:49][CH:48]([n:43]2[n:42][n:41][c:40]3[cH:39][n:38][c:37]4[n:36]([S:33]([c:27]5[cH:28][cH:29][cH:30][cH:31][cH:32]5)(=[O:34])=[O:35])[cH:47][cH:46][c:45]4[c:44]32)[CH2:53][CH2:52]1. Yields the product C=C1CCC(n2nnc3cnc4c(ccn4S(=O)(=O)c4ccccc4)c32)CC1. Starting materials: O=C(Cl)c1ccccc1, O=C([O-])[O-], [K+], [K+], O=C(CCc1cccnc1)NCCCCC1CCNCC1, CN(C)C=O. Yields the product O=C(CCc1cccnc1)NCCCCC1CCN(C(=O)c2ccccc2)CC1. RXN SMILES: [C:1]([c:2]1[cH:3][cH:4][cH:5][cH:6][cH:7]1)(=[O:8])[Cl:9].[C:31](=[O:32])([O-:33])[O-:34].[K+:35].[K+:36].[NH:10]1[CH2:11][CH2:12][CH:13]([CH2:16][CH2:17][CH2:18][CH2:19][NH:20][C:21]([CH2:22][CH2:23][c:24]2[cH:25][n:26][cH:27][cH:28][cH:29]2)=[O:30])[CH2:14][CH2:15]1.[O:37]=[CH:38][N:39]([CH3:40])[CH3:41]>>[C:1]([c:2]1[cH:3][cH:4][cH:5][cH:6][cH:7]1)(=[O:8])[N:10]1[CH2:11][CH2:12][CH:13]([CH2:16][CH2:17][CH2:18][CH2:19][NH:20][C:21]([CH2:22][CH2:23][c:24]2[cH:25][n:26][cH:27][cH:28][cH:29]2)=[O:30])[CH2:14][CH2:15]1.